Dataset: the Open Reaction Database (ORD), a public repository of structured organic reaction records. Task: describe an organic reaction: reactants, conditions, products, and yield The reactants are O=C1NC=CC2=C1C(=CN2C(CC)CC)C=2C=C(SC2)C(=O)O (4-(4-oxo-1-(pentan-3-yl)-4,5-dihydro-1H-pyrrolo[3,2-c]pyridin-3-yl)thiophene-2-carboxylic acid), CCN=C=NCCCN(C)C.Cl (EDCI hydrochloride), HOBt ammonium salt. The solvent is CC(=O)N(C)C (DMA), O (water). Conditions: time 8 hour. The product is O=C1NC=CC2=C1C(=CN2C(CC)CC)C=2C=C(SC2)C(=O)N (4-(4-oxo-1-(pentan-3-yl)-4,5-dihydro-1H-pyrrolo[3,2-c]pyridin-3-yl)thiophene-2-carboxamide). Isolated yield 89.8%. As a reaction SMILES: [O:1]=[C:2]1[C:7]2[C:8]([C:16]3[CH:17]=[C:18]([C:21](O)=[O:22])[S:19][CH:20]=3)=[CH:9][N:10]([CH:11]([CH2:14][CH3:15])[CH2:12][CH3:13])[C:6]=2[CH:5]=[CH:4][NH:3]1.CC[N:26]=C=NCCCN(C)C.Cl>CC(N(C)C)=O.O>[O:1]=[C:2]1[C:7]2[C:8]([C:16]3[CH:17]=[C:18]([C:21]([NH2:26])=[O:22])[S:19][CH:20]=3)=[CH:9][N:10]([CH:11]([CH2:12][CH3:13])[CH2:14][CH3:15])[C:6]=2[CH:5]=[CH:4][NH:3]1 |f:1.2|. Reported procedure: To a solution of 4-(4-oxo-1-(pentan-3-yl)-4,5-dihydro-1H-pyrrolo[3,2-c]pyridin-3-yl)thiophene-2-carboxylic acid (23.0 mg) in DMA (2 mL) were added EDCI hydrochloride (16.0 mg) and HOBt ammonium salt (13.1 mg) at room temperature, and the mixture was stirred overnight at room temperature. The reaction mixture was diluted with water, the mixture was extracted with ethyl acetate, and the organic layer was washed with saturated brine, dried over anhydrous magnesium sulfate, filtered, and concentrate...